From a dataset of the Open Reaction Database (ORD), a public repository of structured organic reaction records. describe an organic reaction: reactants, conditions, products, and yield Reactants: ClC1=C2NC(C(NC2=C(C(=C1)C(F)(F)F)[N+](=O)[O-])=O)=O (5-chloro-8-nitro-7-trifluoromethyl-1,4-dihydroquinoxaline-2,3-dione), Cl[Sn]Cl (SnCl2), O (H2O). Solvent: CCO (EtOH). Run at time 12 hour. Product: NC=1C(=CC(=C2NC(C(NC12)=O)=O)Cl)C(F)(F)F (8-Amino-5-chloro-7-trifluoromethyl-1,4-dihydroquinoxaline-2,3-dione). Yield: 93.9%. As a reaction SMILES: [Cl:1][C:2]1[CH:11]=[C:10]([C:12]([F:15])([F:14])[F:13])[C:9]([N+:16]([O-])=O)=[C:8]2[C:3]=1[NH:4][C:5](=[O:20])[C:6](=[O:19])[NH:7]2.Cl[Sn]Cl.O>CCO>[NH2:16][C:9]1[C:10]([C:12]([F:15])([F:14])[F:13])=[CH:11][C:2]([Cl:1])=[C:3]2[C:8]=1[NH:7][C:6](=[O:19])[C:5](=[O:20])[NH:4]2. Procedure: A mixture of 5-chloro-8-nitro-7-trifluoromethyl-1,4-dihydroquinoxaline-2,3-dione (25 mg, 0.08 mmol), SnCl2.2 H2O (97 mg, 0.34 mmol) and EtOH (3 mL) was heated at 75° C. with stirring for 12 h. Work-up as above gave 21 mg (93%) of the title compound as a yellow powder. Mp >360° C. 1H NMR (DMSO-d6) 11.441 (s, 1H), 11.324 (s, 1H), 7.241 (s, 1H), 5.916 (s, 2H).